From a dataset of the Open Reaction Database (ORD), a public repository of structured organic reaction records. describe an organic reaction: reactants, conditions, products, and yield The reagents and catalysts are [Br-].C[P+](C1=CC=CC=C1)(C1=CC=CC=C1)C1=CC=CC=C1 (methyltriphenylphosphonium bromide). Product: BrC1=C(C=C(C=C1)F)C(=C)C (1-bromo-4-fluoro-2-(prop-1-en-2-yl)benzene). The solvent is C(C)OCC (diethyl ether), C(C)OCC (diethyl ether). Procedure: To a suspension of methyltriphenylphosphonium bromide (5.69 g, 15.91 mmol) in diethyl ether (80 mL) at room temperature was added n-BuLi (2.5 M in hexanes, 6.37 mL, 15.91 mmol) dropwise. The reaction immediately turned bright orange and the resulting solution was stirred for 35 min at room temperature after which time a solution of l-(2-bromo-5-fluorophenyl)ethanone (3.14 g, 14.47 mmol) in diethyl ether (20 mL) was added dropwise. The reaction lost the bright yellow color and became almost compl... Reactants: [Li]CCCC (n-BuLi), BrC1=C(C=C(C=C1)F)C(C)=O (l-(2-bromo-5-fluorophenyl)ethanone). Reaction conditions: time 89 hour. Reaction SMILES: [Li][CH2:2]CCC.[Br:6][C:7]1[CH:12]=[CH:11][C:10]([F:13])=[CH:9][C:8]=1[C:14](=O)[CH3:15]>[Br-].C[P+](C1C=CC=CC=1)(C1C=CC=CC=1)C1C=CC=CC=1.C(OCC)C>[Br:6][C:7]1[CH:12]=[CH:11][C:10]([F:13])=[CH:9][C:8]=1[C:14]([CH3:15])=[CH2:2] |f:2.3|. Reactants: Cl, [Na+], CN(C)C=O, [OH-], OC1(c2cncs2)CCC2(CC1)OCCO2. Product: O=C1CCC(O)(c2cncs2)CC1. Reaction SMILES: [ClH:17].[Na+:19].[O:20]=[CH:21][N:22]([CH3:23])[CH3:24].[OH-:18].[s:1]1[cH:2][n:3][cH:4][c:5]1[C:6]1([OH:16])[CH2:7][CH2:8][C:9]2([O:10][CH2:13][CH2:12][O:11]2)[CH2:14][CH2:15]1>>[s:1]1[cH:2][n:3][cH:4][c:5]1[C:6]1([OH:16])[CH2:7][CH2:8][C:9](=[O:10])[CH2:14][CH2:15]1. Reaction SMILES: [Br:1][c:2]1[cH:3][cH:4][c:5]([N+:8](=[O:9])[O-:10])[cH:6][cH:7]1.[CH3:11][O:12][c:13]1[c:14]([B:19]([OH:20])[OH:21])[cH:15][cH:16][cH:17][cH:18]1.[K+:27].[K+:28].[K+:29].[O:30]=[CH:31][N:32]([CH3:33])[CH3:34].[P:22]([O-:23])([O-:24])([O-:25])=[O:26]>>[c:2]1(-[c:14]2[c:13]([O:12][CH3:11])[cH:18][cH:17][cH:16][cH:15]2)[cH:3][cH:4][c:5]([N+:8](=[O:9])[O-:10])[cH:6][cH:7]1. Yields the product COc1ccccc1-c1ccc([N+](=O)[O-])cc1. Starting materials: O=[N+]([O-])c1ccc(Br)cc1, COc1ccccc1B(O)O, [K+], [K+], [K+], CN(C)C=O, O=P([O-])([O-])[O-]. Starting materials: ClC=1C=CC2=C(N(C=N2)[C@H]2[C@H](OC(C)=O)[C@H](OC(C)=O)[C@H](O2)C)C1 (6-chloro-1-(2,3-di-O-acetyl-5-deoxy-beta-D-ribofuranosyl)-1H-benzimidazole), BrN1C(CCC1=O)=O (N-bromosuccinimide), ice, C(=O)(O)[O-].[Na+] (NaHCO3), C(Cl)(Cl)Cl (CHCl3), resultant mixture. Run in C1CCOC1 (THF). Yields the product BrC1=NC2=C(N1[C@H]1[C@H](OC(C)=O)[C@H](OC(C)=O)[C@H](O1)C)C=C(C=C2)Cl (2-Bromo-6-chloro-1-(2,3-di-O-acetyl-5-deoxy-β-D-ribofuranosyl)-1H-benzimidazole). Reaction SMILES: [Cl:1][C:2]1[CH:3]=[CH:4][C:5]2[N:9]=[CH:8][N:7]([C@@H:10]3[O:22][C@H:21]([CH3:23])[C@@H:16]([O:17][C:18](=[O:20])[CH3:19])[C@H:11]3[O:12][C:13](=[O:15])[CH3:14])[C:6]=2[CH:24]=1.[Br:25]N1C(=O)CCC1=O.C([O-])(O)=O.[Na+].C(Cl)(Cl)Cl>C1COCC1>[Br:25][C:8]1[N:7]([C@@H:10]2[O:22][C@H:21]([CH3:23])[C@@H:16]([O:17][C:18](=[O:20])[CH3:19])[C@H:11]2[O:12][C:13](=[O:15])[CH3:14])[C:6]2[CH:24]=[C:2]([Cl:1])[CH:3]=[CH:4][C:5]=2[N:9]=1 |f:2.3|. Reported procedure: To a refluxing solution of 0.76 g (2.2 mmol) of 6-chloro-1-(2,3-di-O-acetyl-5-deoxy-beta-D-ribofuranosyl)-1H-benzimidazole in 30 mL of THF was added 0.77 g (4.3 mmol) of N-bromosuccinimide. The resultant mixture was further refluxed for 15 min. The reaction mixture was then poured into an ice-cooled mixture of 20 mL sat. NaHCO3 solution and 20 mL CHCl3. The CHCl3 layer was separated and was further washed with sat. NaHCO3. After drying (MgSO4) and solvent removal, a crude product was obtained wh... Starting materials: CS(C)=O, CO, CC(C)N1CCCNCC1, COc1cc(CCc2cc(NC(=O)c3cnc(Cl)cn3)[nH]n2)cc(OC)c1. Product: COc1cc(CCc2cc(NC(=O)c3cnc(N4CCCN(C(C)C)CC4)cn3)[nH]n2)cc(OC)c1. As a reaction SMILES: [CH3:38][S:39]([CH3:40])=[O:41].[CH3:42][OH:43].[CH:1]([CH3:2])([CH3:3])[N:4]1[CH2:5][CH2:6][NH:7][CH2:8][CH2:9][CH2:10]1.[Cl:11][c:12]1[n:13][cH:14][c:15]([C:18](=[O:19])[NH:20][c:21]2[nH:22][n:23][c:24]([CH2:26][CH2:27][c:28]3[cH:29][c:30]([O:36][CH3:37])[cH:31][c:32]([O:34][CH3:35])[cH:33]3)[cH:25]2)[n:16][cH:17]1>>[CH:1]([CH3:2])([CH3:3])[N:4]1[CH2:5][CH2:6][N:7]([c:12]2[n:13][cH:14][c:15]([C:18](=[O:19])[NH:20][c:21]3[nH:22][n:23][c:24]([CH2:26][CH2:27][c:28]4[cH:29][c:30]([O:36][CH3:37])[cH:31][c:32]([O:34][CH3:35])[cH:33]4)[cH:25]3)[n:16][cH:17]2)[CH2:8][CH2:9][CH2:10]1. The reactants are Cl.FC1=C(CN2N=C(C=C2C2=NOC=C2)C2=NC=C(C(=N2)N)N)C=CC=C1F (2-(1-(2,3-difluorobenzyl)-5-(isoxazol-3-yl)-1H-pyrazol-3-yl)pyrimidine-4,5-diamine hydrochloride), Cl.FC1=C(CN2N=C(C=C2C2=NOC=C2)C2=NC=C(C(=N2)N)N)C=CC=C1F (2-(1-(2,3-difluorobenzyl)-5-(isoxazol-3-yl)-1H-pyrazol-3-yl)pyrimidine-4,5-diamine hydrochloride), ClCCl.N1=CC=CC=C1 (dichloromethane pyridine), FC(C1(CC1)C(=O)O)(F)F (1-(trifluoromethyl)cyclopropanecarboxylic acid), C(C(=O)Cl)(=O)Cl (oxalyl chloride), CN(C)C=O (DMF). Solvent: C(Cl)Cl (DCM). The product is [Cl-].[NH4+] (ammonium chloride), FC=1C(=NC(=NC1)C1=NN(C(=C1)C1=NOC=C1)CC1=C(C=CC=C1)F)O (5-fluoro-2-(1-(2-fluorobenzyl)-5-(isoxazol-3-yl)-1H-pyrazol-3-yl)pyrimidin-4-ol). Yield: 36.0%. Reaction SMILES: [F:1][C:2](F)(F)[C:3]1(C(O)=O)CC1.C(Cl)(=O)C([Cl:14])=O.[CH3:17][N:18]([CH:20]=[O:21])C.Cl.[F:23][C:24]1[C:48](F)=[CH:47][CH:46]=[CH:45][C:25]=1[CH2:26][N:27]1[C:31]([C:32]2[CH:36]=[CH:35][O:34][N:33]=2)=[CH:30][C:29](C2N=C(N)C(N)=CN=2)=[N:28]1.ClCCl.[N:53]1C=CC=CC=1>C(Cl)Cl>[Cl-:14].[NH4+:18].[F:1][C:2]1[C:20]([OH:21])=[N:18][C:17]([C:29]2[CH:30]=[C:31]([C:32]3[CH:36]=[CH:35][O:34][N:33]=3)[N:27]([CH2:26][C:25]3[CH:45]=[CH:46][CH:47]=[CH:48][C:24]=3[F:23])[N:28]=2)=[N:53][CH:3]=1 |f:3.4,5.6,8.9|. Procedure: To a solution of 1-(trifluoromethyl)cyclopropanecarboxylic acid (0.159 g, 1.03 mmol) in DCM was added oxalyl chloride (0.081 ml, 0.928 mmol) and catalytic DMF. Once gas evolution ceased, this crude reaction mixture was added portion-wise to a suspension of 2-(1-(2,3-difluorobenzyl)-5-(isoxazol-3-yl)-1H-pyrazol-3-yl)pyrimidine-4,5-diamine hydrochloride (Compound 8, 40 mg, 0.100 mmol) in dichloromethane/pyridine (2 ml/2 ml) until complete consumption of starting material was observed by LS/MS. Aft... The reactants are COP(=O)(CC(C)=O)OC, N#Cc1ccc(C=O)cc1, [K+], [K+], O=C([O-])[O-], O. Product: CC(=O)C=Cc1ccc(C#N)cc1. As a reaction SMILES: [CH3:11][O:12][P:13](=[O:14])([O:15][CH3:16])[CH2:17][C:18]([CH3:19])=[O:20].[CH:1](=[O:2])[c:3]1[cH:4][cH:5][c:6]([C:7]#[N:8])[cH:9][cH:10]1.[K+:21].[K+:22].[O-:23][C:24]([O-:25])=[O:26].[OH2:27]>>[CH:1]([c:3]1[cH:4][cH:5][c:6]([C:7]#[N:8])[cH:9][cH:10]1)=[CH:17][C:18]([CH3:19])=[O:20]. The reactants are [C@H]12N[C@@H](C[C@@H]2C1)CNC(=O)C1=CC=CC=2OCCOC21 (2,3-dihydro-benzo[1,4]dioxine-5-carboxylic acid [(1S,3S,5S)-2-aza-bicyclo[3.1.0]hex-3-ylmethyl]-amide), CC=1SC(=C(N1)C(=O)O)C=1C=C(C=CC1)C (2-methyl-5-m-tolyl-thiazole-4-carboxylic acid). Yields the product CC=1SC(=C(N1)C(=O)N1[C@H]2C[C@H]2C[C@H]1CNC(=O)C1=CC=CC=2OCCOC21)C=2C=C(C=CC2)C (2,3-dihydro-benzo[1,4]dioxine-5-carboxylic acid [(1S,3S,5S)-2-(2-methyl-5-m-tolyl-thiazole-4-carbonyl)-2-aza-bicyclo[3.1.0]hex-3-ylmethyl]-amide). As a reaction SMILES: [C@H:1]12[CH2:6][C@H:5]1[CH2:4][C@@H:3]([CH2:7][NH:8][C:9]([C:11]1[C:20]3[O:19][CH2:18][CH2:17][O:16][C:15]=3[CH:14]=[CH:13][CH:12]=1)=[O:10])[NH:2]2.[CH3:21][C:22]1[S:23][C:24]([C:30]2[CH:31]=[C:32]([CH3:36])[CH:33]=[CH:34][CH:35]=2)=[C:25]([C:27](O)=[O:28])[N:26]=1>>[CH3:21][C:22]1[S:23][C:24]([C:30]2[CH:31]=[C:32]([CH3:36])[CH:33]=[CH:34][CH:35]=2)=[C:25]([C:27]([N:2]2[C@H:3]([CH2:7][NH:8][C:9]([C:11]3[C:20]4[O:19][CH2:18][CH2:17][O:16][C:15]=4[CH:14]=[CH:13][CH:12]=3)=[O:10])[CH2:4][C@H:5]3[C@@H:1]2[CH2:6]3)=[O:28])[N:26]=1. Reported procedure: prepared by reaction of 2,3-dihydro-benzo[1,4]dioxine-5-carboxylic acid [(1S,3S,5S)-2-aza-bicyclo[3.1.0]hex-3-ylmethyl]-amide with 2-methyl-5-m-tolyl-thiazole-4-carboxylic acid. LC-MS (basic): tR=1.38 min; [M+H]+=489.8. The reactants are Cl.FC(C1=CC=C(C=C1)C=1CCNCC1)(F)F (4-(4-trifluoromethylphenyl)-1,2,3,6-tetrahydropyridine hydrochloride), N1=CC=CC=C1 (pyridine), ClC(Cl)(OC(OC(Cl)(Cl)Cl)=O)Cl (triphosgene). Yields the product FC(C1=CC=C(C=C1)C=1CCN(CC1)C(=O)Cl)(F)F (4-(4-trifluoromethylphenyl)-1,2,3,6-tetrahydropyridine-1-carbonylchloride). Isolated yield 199.9%. As a reaction SMILES: Cl.[F:2][C:3]([F:17])([F:16])[C:4]1[CH:9]=[CH:8][C:7]([C:10]2[CH2:11][CH2:12][NH:13][CH2:14][CH:15]=2)=[CH:6][CH:5]=1.N1C=CC=CC=1.[Cl:24][C:25](Cl)([O:27]C(=O)OC(Cl)(Cl)Cl)Cl>>[F:17][C:3]([F:2])([F:16])[C:4]1[CH:5]=[CH:6][C:7]([C:10]2[CH2:15][CH2:14][N:13]([C:25]([Cl:24])=[O:27])[CH2:12][CH:11]=2)=[CH:8][CH:9]=1 |f:0.1|. Reported procedure: Using 4-(4-trifluoromethylphenyl)-1,2,3,6-tetrahydropyridine hydrochloride (300 mg, 1.14 mmol) prepared in Reference Example 97, pyridine (0.18 ml, 2.28 mmol) and triphosgene (112 mg, 0.38 mmol), 4-(4-trifluoromethylphenyl)-1,2,3,6-tetrahydropyridine-1-carbonylchloride (220 mg, yield 67%) as a yellow oil was prepared in the same manner as described in Reference Example 94. The reactants are CCn1ncc2c(-c3cncc(Br)c3)c(C=O)c(C)nc21, Cl, NO, CN(C)C=O, O, c1ccncc1. The product is CCn1ncc2c(-c3cncc(Br)c3)c(C=NO)c(C)nc21. Reaction SMILES: [Br:1][c:2]1[cH:3][c:4](-[c:8]2[c:9]3[c:10]([n:11][c:12]([CH3:16])[c:13]2[CH:14]=[O:15])[n:17]([CH2:20][CH3:21])[n:18][cH:19]3)[cH:5][n:6][cH:7]1.[ClH:28].[NH2:29][OH:30].[O:31]=[CH:32][N:33]([CH3:34])[CH3:35].[OH2:36].[cH:22]1[cH:23][cH:24][n:25][cH:26][cH:27]1>>[Br:1][c:2]1[cH:3][c:4](-[c:8]2[c:9]3[c:10]([n:11][c:12]([CH3:16])[c:13]2[CH:14]=[N:29][OH:30])[n:17]([CH2:20][CH3:21])[n:18][cH:19]3)[cH:5][n:6][cH:7]1.